From a dataset of the Open Reaction Database (ORD), a public repository of structured organic reaction records. describe an organic reaction: reactants, conditions, products, and yield Starting materials: BrB(Br)Br, COc1ccc(-c2cccc3c2c(C)c(-c2ccccc2)n3C)cc1, ClCCl. As a reaction SMILES: [B:26]([Br:27])([Br:28])[Br:29].[CH3:1][O:2][c:3]1[cH:4][cH:5][c:6](-[c:9]2[c:10]3[c:11]([CH3:25])[c:12](-[c:19]4[cH:20][cH:21][cH:22][cH:23][cH:24]4)[n:13]([CH3:18])[c:14]3[cH:15][cH:16][cH:17]2)[cH:7][cH:8]1.[Cl:30][CH2:31][Cl:32]>>[OH:2][c:3]1[cH:4][cH:5][c:6](-[c:9]2[c:10]3[c:11]([CH3:25])[c:12](-[c:19]4[cH:20][cH:21][cH:22][cH:23][cH:24]4)[n:13]([CH3:18])[c:14]3[cH:15][cH:16][cH:17]2)[cH:7][cH:8]1. The product is Cc1c(-c2ccccc2)n(C)c2cccc(-c3ccc(O)cc3)c12. Reactants: C(C(C)C)Br (isobutyl bromide), [Mg] (magnesium), [Cl-].[NH4+] (ammonium chloride), C(C)(C)(C)OC(=O)N(C)CCC(SC1=NC=CC=C1)=O (S-2-pyridyl 3-(N-t-butoxycarbonyl-N-methylamino)propanethioate), C(C(C)C)[Mg]Br (isobutylmagnesium bromide). The solvent is O1CCCC1 (tetrahydrofuran), O1CCCC1 (tetrahydrofuran). Run at time 1 hour. The product is C(C)(C)(C)OC(=O)N(C)CCC(CC(C)C)=O (1-(N-t-butoxycarbonyl-N-methylamino)-3-oxo-5-methyl-hexane). Reaction SMILES: [C:1]([O:5][C:6]([N:8]([CH2:10][CH2:11][C:12](=[O:20])SC1C=CC=CN=1)[CH3:9])=[O:7])([CH3:4])([CH3:3])[CH3:2].[CH2:21]([Mg]Br)[CH:22]([CH3:24])[CH3:23].C(Br)C(C)C.[Mg].[Cl-].[NH4+]>O1CCCC1>[C:1]([O:5][C:6]([N:8]([CH2:10][CH2:11][C:12](=[O:20])[CH2:21][CH:22]([CH3:24])[CH3:23])[CH3:9])=[O:7])([CH3:2])([CH3:3])[CH3:4] |f:4.5|. Reported procedure: To a solution of S-2-pyridyl 3-(N-t-butoxycarbonyl-N-methylamino)propanethioate (490 mg) in dry tetrahydrofuran (20 ml) which was cooled to 0° C., was added dropwise a solution of isobutylmagnesium bromide prepared from isobutyl bromide (1.13 g) and magnesium (200 mg) in dry tetrahydrofuran (30 ml), and the mixture was stirred at the same temperature for 1 hour. The reaction mixture was poured into saturated aqueous ammonium chloride (50 ml). The resulting slurry was extracted with diethyl ether... Starting materials: ClC1=C(C(=O)NCC23CC4CC(CC(C2)C4)C3)C=C(C=C1)OCCCl (2-chloro-5-[2-chloroethoxy]-N-(tricyclo[3.3.1.13,7]dec-1-ylmethyl)-benzamide), C(C)(C)N(C(C)C)CC (N,N-diisopropylethylamine), [I-].[Na+] (sodium iodide), NCCCO (3-aminopropan-1-ol). Run in C(CCC)O (1-butanol). Run at temperature 110 celsius. Product: ClC1=C(C(=O)NCC23CC4CC(CC(C2)C4)C3)C=C(C=C1)OCCNCCCO (2-chloro-5-[2-[(3-hydroxypropyl)amino]ethoxy]-N-(tricyclo[3.3.1.13,7]dec-1-ylmethyl)-benzamide), acetate salt. Reaction SMILES: [Cl:1][C:2]1[CH:21]=[CH:20][C:19]([O:22][CH2:23][CH2:24]Cl)=[CH:18][C:3]=1[C:4]([NH:6][CH2:7][C:8]12[CH2:17][CH:12]3[CH2:13][CH:14]([CH2:16][CH:10]([CH2:11]3)[CH2:9]1)[CH2:15]2)=[O:5].C(N(CC)C(C)C)(C)C.[I-].[Na+].[NH2:37][CH2:38][CH2:39][CH2:40][OH:41]>C(O)CCC>[Cl:1][C:2]1[CH:21]=[CH:20][C:19]([O:22][CH2:23][CH2:24][NH:37][CH2:38][CH2:39][CH2:40][OH:41])=[CH:18][C:3]=1[C:4]([NH:6][CH2:7][C:8]12[CH2:15][CH:14]3[CH2:13][CH:12]([CH2:11][CH:10]([CH2:16]3)[CH2:9]1)[CH2:17]2)=[O:5] |f:2.3|. Reported procedure: To a solution of 2-chloro-5-[2-chloroethoxy]-N-(tricyclo[3.3.1.13,7]dec-1-ylmethyl)-benzamide (Example 11a, 0.15 g) and N,N-diisopropylethylamine (0.50 ml) in 1-butanol (4 ml) was added sodium iodide (0.06 g) and 3-aminopropan-1-ol (0.09 ml). The reaction vessel was sealed and the mixture heated at 110° C. for 24 h. The reaction mixture was partitioned between ethyl acetate and sodium hydrogencarbonate solution, dried (MgSO4) and concentrated under reduced pressure. The residue was purified by R... Reactants: O=S(=O)(O)Cl, NS(=O)(=O)c1cc2c(cc1C(F)(F)F)N=CNS2(=O)=O, O. Product: O=S(=O)(Cl)c1cc2c(cc1C(F)(F)F)N=CNS2(=O)=O. Reaction SMILES: [Cl:21][S:22]([OH:23])(=[O:24])=[O:25].[F:1][C:2]([c:3]1[c:4]([S:15]([NH2:16])(=[O:17])=[O:18])[cH:5][c:6]2[c:7]([cH:14]1)[N:8]=[CH:9][NH:10][S:11]2(=[O:12])=[O:13])([F:19])[F:20].[OH2:26]>>[F:1][C:2]([c:3]1[c:4]([S:15](=[O:17])(=[O:18])[Cl:21])[cH:5][c:6]2[c:7]([cH:14]1)[N:8]=[CH:9][NH:10][S:11]2(=[O:12])=[O:13])([F:19])[F:20]. The reactants are C(=O)(OC(C)(C)C)N[C@@H]1C[C@H](C1)CON1C(C2=CC=CC=C2C1=O)=O (2-[trans-3-(N-BOC-amino)-cyclobutylmethoxy]-1H-isoindole-1,3(2H)-dione), Cl (hydrochloric acid). Solvent: O (water). Product: Cl.Cl.NOC[C@@H]1C[C@H](C1)N (trans-3-Aminooxymethyl-cyclobutylamine dihydrochloride). As a reaction SMILES: C([NH:8][C@H:9]1[CH2:12][C@H:11]([CH2:13][O:14][N:15]2C(=O)C3C(=CC=CC=3)C2=O)[CH2:10]1)(OC(C)(C)C)=O.[ClH:26]>O>[ClH:26].[ClH:26].[NH2:15][O:14][CH2:13][C@H:11]1[CH2:12][C@H:9]([NH2:8])[CH2:10]1 |f:3.4.5|. Reported procedure: Analogously to Example 6, starting from 7.25 g (0.02093 mol) of 2-[trans-3-(N-BOC-amino)-cyclobutylmethoxy]-1H-isoindole-1,3(2H)-dione, 35 ml of water and 30 ml of concentrated hydrochloric acid, the title compound is obtained, m.p. 198° C. (decomp.). Starting materials: N([C@@H](CC(O)=O)C(=O)OCC1=CC=CC=C1)C(=O)OC(C)(C)C (BOC-Asp-OBzl), ON1C(CCC1=O)=O (N-Hydroxy succinimide), C1(CCCCC1)N=C=NC1CCCCC1 (1,3-Dicyclohexylcarbodiimide). The solvent is CCOC(=O)C (EtOAc). Run at temperature 0 celsius, time 10 minute. Yields the product O=C1N(C(CC1)=O)OC(CC(C(=O)OCC1=CC=CC=C1)NC(=O)OC(C)(C)C)=O (2-tert-butoxycarbonylamino-succinic acid 1-benzyl ester 4-(2,5-dioxo-pyrrolidin-1-yl) ester). As a reaction SMILES: [NH:1]([C:17]([O:19][C:20]([CH3:23])([CH3:22])[CH3:21])=[O:18])[C@H:2]([C:7]([O:9][CH2:10][C:11]1[CH:16]=[CH:15][CH:14]=[CH:13][CH:12]=1)=[O:8])[CH2:3][C:4](=[O:6])[OH:5].O[N:25]1[C:29](=[O:30])[CH2:28][CH2:27][C:26]1=[O:31].C1(N=C=NC2CCCCC2)CCCCC1>CCOC(C)=O>[O:31]=[C:26]1[CH2:27][CH2:28][C:29](=[O:30])[N:25]1[O:6][C:4](=[O:5])[CH2:3][CH:2]([NH:1][C:17]([O:19][C:20]([CH3:23])([CH3:22])[CH3:21])=[O:18])[C:7]([O:9][CH2:10][C:11]1[CH:16]=[CH:15][CH:14]=[CH:13][CH:12]=1)=[O:8]. Reported procedure: A solution of BOC-Asp-OBzl (1.49 g, 4.61 mmol) and N-Hydroxy succinimide (584 mg, 5.07 mmol) in EtOAc (20 ml) was cooled to 0° C. 1,3-Dicyclohexylcarbodiimide (1.05 g, 5.07 mmol) was added portionwise. White precipitate began forming. The resulting mixture was stirred at 0° C. for 10 min. and then allowed to warm to rt. After stirring for 6 h. at rt the mixture was filtered and concentrated in vacuo to give 2-tert-butoxycarbonylamino-succinic acid 1-benzyl ester 4-(2,5-dioxo-pyrrolidin-1-yl) est... The reactants are O=C1CCC(=O)N1Br, CCc1ccc(C)[nH]c1=O, CO. Product: CCc1cc(Br)c(C)[nH]c1=O. Reaction SMILES: [Br:11][N:12]1[C:13](=[O:14])[CH2:15][CH2:16][C:17]1=[O:18].[CH2:1]([CH3:2])[c:3]1[c:4](=[O:10])[nH:5][c:6]([CH3:9])[cH:7][cH:8]1.[CH3:19][OH:20]>>[CH2:1]([CH3:2])[c:3]1[c:4](=[O:10])[nH:5][c:6]([CH3:9])[c:7]([Br:11])[cH:8]1. Reactants: FC(C1=CC=C(C=C1)C1=CC(=NC=N1)OC1=CC=CC2=C1N=C(S2)N)(F)F (4-[6-(4-Trifluoromethyl-phenyl)-pyrimidin-4-yloxy]-benzothiazol-2-ylamine), C(C)(=O)OC(C)=O (acetic anhydride). Reaction conditions: temperature 105 celsius. The product is FC(C1=CC=C(C=C1)C1=CC(=NC=N1)OC1=CC=CC2=C1N=C(S2)NC(C)=O)(F)F (N-{4-[6-(4-Trifluoromethyl-phenyl)-pyrimidin-4-yloxy]-benzothiazol-2-yl}-acetamide). RXN SMILES: [F:1][C:2]([F:27])([F:26])[C:3]1[CH:8]=[CH:7][C:6]([C:9]2[N:14]=[CH:13][N:12]=[C:11]([O:15][C:16]3[C:21]4[N:22]=[C:23]([NH2:25])[S:24][C:20]=4[CH:19]=[CH:18][CH:17]=3)[CH:10]=2)=[CH:5][CH:4]=1.[C:28](OC(=O)C)(=[O:30])[CH3:29]>>[F:27][C:2]([F:26])([F:1])[C:3]1[CH:8]=[CH:7][C:6]([C:9]2[N:14]=[CH:13][N:12]=[C:11]([O:15][C:16]3[C:21]4[N:22]=[C:23]([NH:25][C:28](=[O:30])[CH3:29])[S:24][C:20]=4[CH:19]=[CH:18][CH:17]=3)[CH:10]=2)=[CH:5][CH:4]=1. Procedure: A mixture of 4-[6-(4-trifluoromethyl-phenyl)-pyrimidin-4-yloxy]benzothiazol-2-ylamine, (Example 65), (97 mg, 0.25 mmol) and acetic anhydride (0.24 mL, 2.5 mmol) was heated in a 105° C. oil bath for 8 h. The solvent was evaporated and the solid that formed was recrystallized from EtOAc/hexanes, and dried under vacuum to give the title compound. MS (ESI, pos. ion) m/z: 431 (M+1). Mp: 219.0–220.5° C. Anal. Calcd for C20H13F3N4O2S.0.75 H2O: C, 54.11; H, 3.29; N, 12.62; S, 7.22. Found: C, 54.12; H, 3... Starting materials: CS(=O)(=O)Cl, ClCCl, O=C(O)C(F)(F)F, Cc1cc(-c2ccc3c4c([nH]c3c2F)-c2ccc(N)cc2CC4)ccc1F, c1ccncc1. Yields the product Cc1cc(-c2ccc3c4c([nH]c3c2F)-c2ccc(NS(C)(=O)=O)cc2CC4)ccc1F. Reaction SMILES: [CH3:38][S:39]([Cl:40])(=[O:41])=[O:42].[Cl:35][CH2:36][Cl:37].[F:1][C:2]([F:3])([F:4])[C:5]([OH:6])=[O:7].[F:8][c:9]1[c:10](-[c:27]2[cH:28][c:29]([CH3:34])[c:30]([F:33])[cH:31][cH:32]2)[cH:11][cH:12][c:13]2[c:14]3[c:19]([nH:20][c:21]12)-[c:18]1[c:17]([cH:25][c:24]([NH2:26])[cH:23][cH:22]1)[CH2:16][CH2:15]3.[cH:43]1[cH:44][cH:45][n:46][cH:47][cH:48]1>>[F:8][c:9]1[c:10](-[c:27]2[cH:28][c:29]([CH3:34])[c:30]([F:33])[cH:31][cH:32]2)[cH:11][cH:12][c:13]2[c:14]3[c:19]([nH:20][c:21]12)-[c:18]1[c:17]([cH:25][c:24]([NH:26][S:39]([CH3:38])(=[O:41])=[O:42])[cH:23][cH:22]1)[CH2:16][CH2:15]3. The reactants are CCOC(=O)N1CCC(NC(=O)OCc2ccccc2)C(OCC)C1, CO, [H][H]. Product: CCOC(=O)N1CCC(N)C(OCC)C1. Reaction SMILES: [CH2:1]([O:2][C:3](=[O:4])[NH:11][CH:12]1[CH:13]([O:23][CH2:24][CH3:25])[CH2:14][N:15]([C:18](=[O:19])[O:20][CH2:21][CH3:22])[CH2:16][CH2:17]1)[c:5]1[cH:6][cH:7][cH:8][cH:9][cH:10]1.[CH3:28][OH:29].[H:26][H:27]>>[NH2:11][CH:12]1[CH:13]([O:23][CH2:24][CH3:25])[CH2:14][N:15]([C:18](=[O:19])[O:20][CH2:21][CH3:22])[CH2:16][CH2:17]1.